Dataset: the Open Reaction Database (ORD), a public repository of structured organic reaction records. Task: describe an organic reaction: reactants, conditions, products, and yield Reactants: N(=[N+]=[N-])CC(CC(CC)(C)C)O (1-azido-4,4-dimethylhexan-2-ol). The reagents and catalysts are [Pd] (Pd/C). Run in C(C)O (ethanol). Run at time 2 day. Product: NCC(CC(CC)(C)C)O (1-Amino-4,4-dimethylhexan-2-ol). As a reaction SMILES: [N:1]([CH2:4][CH:5]([OH:12])[CH2:6][C:7]([CH3:11])([CH3:10])[CH2:8][CH3:9])=[N+]=[N-]>[Pd].C(O)C>[NH2:1][CH2:4][CH:5]([OH:12])[CH2:6][C:7]([CH3:11])([CH3:10])[CH2:8][CH3:9]. Procedure details: A mixture of 1-azido-4,4-dimethylhexan-2-ol (54.8 g, 320 mmol), 5% Pd/C (4 g) and ethanol (500 mL) were stirred under hydrogen (40 psi) for 2 days. The reaction mixture was filtered through Celite and the filtrate was concentrated to provide the title compound. 1H NMR (500 MHz, CDCl3) δ 3.61 (m, 1H), 2.77 (dd, J=12.5 Hz, J=3.4 Hz, 1H), 2.49 (dd, J=12.5 Hz, J=8.9 Hz, 1H), 2.00 (brs, 2H), 1.30 (m, 3H), 1.24 (dd, J=14.5 Hz, J=2.6 Hz, 1H), 0.92 (s, 3H), 0.90 (s, 3H), 0.83 (t, J=7.5 Hz, 3H). Reactants: F[B-](F)(F)F, CC1(C)CCC(c2cc(Br)ccc2N2CCN(C(=O)OC(C)(C)C)CC2)CC1, CC(C)(C)[PH+](C(C)(C)C)C(C)(C)C, CC1CNCC(C)O1, CC(C)(C)[O-], [Na+], CC(=O)[O-], CC(=O)[O-], [Pd+2], Cc1ccccc1C. The product is CC1CN(c2ccc(N3CCN(C(=O)OC(C)(C)C)CC3)c(C3CCC(C)(C)CC3)c2)CC(C)O1. As a reaction SMILES: [B-:43]([F:44])([F:45])([F:46])[F:47].[C:1]([CH3:2])([CH3:3])([CH3:4])[O:5][C:6](=[O:7])[N:8]1[CH2:9][CH2:10][N:11]([c:14]2[c:15]([CH:21]3[CH2:22][CH2:23][C:24]([CH3:27])([CH3:28])[CH2:25][CH2:26]3)[cH:16][c:17]([Br:20])[cH:18][cH:19]2)[CH2:12][CH2:13]1.[C:48]([PH+:49]([C:50]([CH3:51])([CH3:52])[CH3:53])[C:54]([CH3:55])([CH3:56])[CH3:57])([CH3:58])([CH3:59])[CH3:60].[CH3:29][CH:30]1[O:31][CH:32]([CH3:36])[CH2:33][NH:34][CH2:35]1.[CH3:37][C:38]([CH3:39])([O-:40])[CH3:41].[Na+:42].[O-:62][C:63]([CH3:64])=[O:65].[O-:66][C:67]([CH3:68])=[O:69].[Pd+2:61].[c:70]1([CH3:71])[c:72]([CH3:73])[cH:74][cH:75][cH:76][cH:77]1>>[C:1]([CH3:2])([CH3:3])([CH3:4])[O:5][C:6](=[O:7])[N:8]1[CH2:9][CH2:10][N:11]([c:14]2[c:15]([CH:21]3[CH2:22][CH2:23][C:24]([CH3:27])([CH3:28])[CH2:25][CH2:26]3)[cH:16][c:17]([N:34]3[CH2:33][CH:32]([CH3:36])[O:31][CH:30]([CH3:29])[CH2:35]3)[cH:18][cH:19]2)[CH2:12][CH2:13]1. Starting materials: CCNCC, C#CCO, O=C(NCc1ccc(Cl)cc1)c1cn(C2CC2)c2ccc(I)cc2c1=O, [Cu]I, CN(C)C=O, Cl[Pd]Cl, c1ccc(P(c2ccccc2)c2ccccc2)cc1, c1ccc(P(c2ccccc2)c2ccccc2)cc1. Product: O=C(NCc1ccc(Cl)cc1)c1cn(C2CC2)c2ccc(C#CCO)cc2c1=O. Reaction SMILES: [CH2:27]([NH:28][CH2:29][CH3:30])[CH3:31].[CH2:32]([C:33]#[CH:34])[OH:35].[Cl:1][c:2]1[cH:3][cH:4][c:5]([CH2:6][NH:7][C:8](=[O:9])[c:10]2[cH:11][n:12]([CH:22]3[CH2:23][CH2:24]3)[c:13]3[cH:14][cH:15][c:16]([I:21])[cH:17][c:18]3[c:19]2=[O:20])[cH:25][cH:26]1.[Cu:41][I:42].[O:36]=[CH:37][N:38]([CH3:39])[CH3:40].[Pd:43]([Cl:44])[Cl:45].[c:46]1([P:47]([c:48]2[cH:49][cH:50][cH:51][cH:52][cH:53]2)[c:54]2[cH:55][cH:56][cH:57][cH:58][cH:59]2)[cH:60][cH:61][cH:62][cH:63][cH:64]1.[c:65]1([P:66]([c:67]2[cH:68][cH:69][cH:70][cH:71][cH:72]2)[c:73]2[cH:74][cH:75][cH:76][cH:77][cH:78]2)[cH:79][cH:80][cH:81][cH:82][cH:83]1>>[Cl:1][c:2]1[cH:3][cH:4][c:5]([CH2:6][NH:7][C:8](=[O:9])[c:10]2[cH:11][n:12]([CH:22]3[CH2:23][CH2:24]3)[c:13]3[cH:14][cH:15][c:16]([C:34]#[C:33][CH2:32][OH:35])[cH:17][c:18]3[c:19]2=[O:20])[cH:25][cH:26]1. Starting materials: ClC(Cl)Cl, [Cl-], [Cl-], [Cl-], C#CCOc1ccc(C(=O)N2C3CCCCC32)cc1F, [NH4+], [Zn+2]. The product is C#CCOc1ccc(C(=O)NC2CCCCC2Cl)cc1F. Reaction SMILES: [CH:26]([Cl:27])([Cl:28])[Cl:29].[Cl-:21].[Cl-:23].[Cl-:24].[F:1][c:2]1[cH:3][c:4]([C:5](=[O:6])[N:7]2[CH:8]3[CH2:9][CH2:10][CH2:11][CH2:12][CH:13]23)[cH:14][cH:15][c:16]1[O:17][CH2:18][C:19]#[CH:20].[NH4+:22].[Zn+2:25]>>[F:1][c:2]1[cH:3][c:4]([C:5](=[O:6])[NH:7][CH:8]2[CH2:9][CH2:10][CH2:11][CH2:12][CH:13]2[Cl:21])[cH:14][cH:15][c:16]1[O:17][CH2:18][C:19]#[CH:20]. The reactants are FC=1C=C(C=CC1)C1=C2CC(NC2=CC=C1)=O (4(3-fluoro-phenyl)1,3-dihydro-indol-2-one), N1(CCCC1)CCNC(=O)C1=C(NC(=C1C)C=O)C (5-formyl-2,4-dimethyl-1H-pyrrole-3-carboxylic acid (2-pyrrolidin-1-yl-ethyl)-amide). The reagents and catalysts are N1CCCCC1 (piperidine). The solvent is C(C)O (ethanol). Conditions: time 3 day. Product: N1(CCCC1)CCNC(=O)C1=C(NC(=C1C)C=C1C(NC2=CC=CC(=C12)C1=CC(=CC=C1)F)=O)C (5-[4-(3-fluoro-phenyl)-2-oxo-1,2-dihydro-indol-3-ylidenemethyl]-2,4-dimethyl-1H-pyrrole-3-carboxylic acid (2-pyrrolidin-1-yl-ethyl)-amide). Yield: 47.7%. Reaction SMILES: [F:1][C:2]1[CH:3]=[C:4]([C:8]2[CH:16]=[CH:15][CH:14]=[C:13]3[C:9]=2[CH2:10][C:11](=[O:17])[NH:12]3)[CH:5]=[CH:6][CH:7]=1.[N:18]1([CH2:23][CH2:24][NH:25][C:26]([C:28]2[C:32]([CH3:33])=[C:31]([CH:34]=O)[NH:30][C:29]=2[CH3:36])=[O:27])[CH2:22][CH2:21][CH2:20][CH2:19]1>C(O)C.N1CCCCC1>[N:18]1([CH2:23][CH2:24][NH:25][C:26]([C:28]2[C:32]([CH3:33])=[C:31]([CH:34]=[C:10]3[C:9]4[C:13](=[CH:14][CH:15]=[CH:16][C:8]=4[C:4]4[CH:5]=[CH:6][CH:7]=[C:2]([F:1])[CH:3]=4)[NH:12][C:11]3=[O:17])[NH:30][C:29]=2[CH3:36])=[O:27])[CH2:22][CH2:21][CH2:20][CH2:19]1. Procedure details: To a solution of 4(3-fluoro-phenyl)1,3-dihydro-indol-2-one (56.8 mg, 0.25 mmol) and 5-formyl-2,4-dimethyl-1H-pyrrole-3-carboxylic acid (2-pyrrolidin-1-yl-ethyl)-amide (68.5 mg, 0.26 mmol) in ethanol (2 mL) was added piperidine (3 drops). The reaction mixture was stirred at room temperature for three days. A yellow solid product was precipitated out, filtered, washed by ethanol for three times, and dried under high vacuum to provide pure product 5-[4-(3-fluoro-phenyl)-2-oxo-1,2-dihydro-indol-3-yl...